Dataset: the Open Reaction Database (ORD), a public repository of structured organic reaction records. Task: describe an organic reaction: reactants, conditions, products, and yield Reactants: C(C)OC(=O)C=1C=NN(C1)C1=NC2=CC=C(C=C2C(N1COCC[Si](C)(C)C)=O)I (1-[6-iodo-4-oxo-3-(2-trimethylsilanyl-ethoxymethyl)-3,4-dihydro-quinazolin-2-yl]-1H-pyrazole-4-carboxylic acid ethyl ester), product, CC1=CC=C(C=C1)B(O)O (4-methylphenylboronic acid). The product is O=C1NC(=NC2=CC=C(C=C12)C1=CC=C(C=C1)C)N1N=CC(=C1)C(=O)O (1-(4-Oxo-6-p-tolyl-3,4-dihydro-quinazolin-2-yl)-1H-pyrazole-4-carboxylic acid). As a reaction SMILES: C([O:3][C:4]([C:6]1[CH:7]=[N:8][N:9]([C:11]2[N:20](COCC[Si](C)(C)C)[C:19](=[O:29])[C:18]3[C:13](=[CH:14][CH:15]=[C:16](I)[CH:17]=3)[N:12]=2)[CH:10]=1)=[O:5])C.[CH3:31][C:32]1[CH:37]=[CH:36][C:35](B(O)O)=[CH:34][CH:33]=1>>[O:29]=[C:19]1[C:18]2[C:13](=[CH:14][CH:15]=[C:16]([C:35]3[CH:36]=[CH:37][C:32]([CH3:31])=[CH:33][CH:34]=3)[CH:17]=2)[N:12]=[C:11]([N:9]2[CH:10]=[C:6]([C:4]([OH:3])=[O:5])[CH:7]=[N:8]2)[NH:20]1. Procedure details: The titled compound was prepared in a manner analogous to Example 69, steps C-E, using 1-[6-iodo-4-oxo-3-(2-trimethylsilanyl-ethoxymethyl)-3,4-dihydro-quinazolin-2-yl]-1H-pyrazole-4-carboxylic acid ethyl ester (Example 69 product from step B) and 4-methylphenylboronic acid in step C. MS (ESI): mass calcd. for C19H14N4O3, 346.1; m/z found, 347.1 [M+H]+. 1H NMR (600 MHz, DMSO-d6): 13.03 (s, 1H), 12.92 (s, 1H), 8.98 (s, 1H), 8.33 (s, 1H), 8.27 (s, 1H), 8.16 (d, J=7.9 Hz, 1H), 7.77 (s, 1H), 7.69 (d,... Starting materials: compound [ 4-6 ], ClCC1=CC2=CC=CC=C2C=C1 (2-(chloromethyl)naphthalene), C(C1=CC=CC=C1)N1C=CC2=CC=C(C=C12)CC(=O)O (2-(1-benzyl-1H-indole-6-yl)acetic acid). Product: C1=C(C=CC2=CC=CC=C12)CN1C=CC2=CC=C(C=C12)CC(=O)O (2-[1-(Naphthalene-2-ylmethyl)-1H-indole-6-yl]acetic acid), C(C1=CC=CC=C1)N1C=CC2=CC=C(C=C12)CC(=O)O (2-(1-benzyl-1H-indole-6-yl)acetic acid). Reaction SMILES: Cl[CH2:2][C:3]1[CH:12]=[CH:11][C:10]2[C:5](=[CH:6][CH:7]=[CH:8][CH:9]=2)[CH:4]=1.[CH2:13]([N:20]1[C:28]2[C:23](=[CH:24][CH:25]=[C:26]([CH2:29][C:30]([OH:32])=[O:31])[CH:27]=2)[CH:22]=[CH:21]1)[C:14]1[CH:19]=[CH:18][CH:17]=[CH:16][CH:15]=1>>[CH:4]1[C:5]2[C:10](=[CH:9][CH:8]=[CH:7][CH:6]=2)[CH:11]=[CH:12][C:3]=1[CH2:2][N:20]1[C:28]2[C:23](=[CH:24][CH:25]=[C:26]([CH2:29][C:30]([OH:32])=[O:31])[CH:27]=2)[CH:22]=[CH:21]1.[CH2:13]([N:20]1[C:28]2[C:23](=[CH:24][CH:25]=[C:26]([CH2:29][C:30]([OH:32])=[O:31])[CH:27]=2)[CH:22]=[CH:21]1)[C:14]1[CH:15]=[CH:16][CH:17]=[CH:18][CH:19]=1. Procedure details: The titled compound (31 mg) as a white solid was prepared from the compound [4-6] obtained in the process (6) of Example 4 (100 mg) and 2-(chloromethyl)naphthalene according to the method of the process (7) of Example 4. Starting materials: C(C)OC(=O)C=1C(C(=C(N(C1C)COCC)C)C(=O)O)C1=CC(=CC=C1)[N+](=O)[O-] ((+)-5-ethoxycarbonyl-1-ethoxymethyl-1,4-dihydro-2,6-dimethyl-4-(3-nitrophenyl)-pyridine-3-carboxylic acid), C([O-])([O-])=O.[K+].[K+] (potassium carbonate), BrCCCBr (1,3-dibromopropane), Cl.C1(=CC=CC=C1)C1(CCNCC1)C1=CC=CC=C1 (4,4-diphenylpiperidine hydrochloride), C([O-])([O-])=O.[K+].[K+] (potassium carbonate). The solvent is CC(=O)C (acetone), C1(=CC=CC=C1)C (toluene), O (water). Run at time 20 hour. Yields the product Cl.CC=1NC(=C(C(C1C(=O)OCC)C1=CC(=CC=C1)[N+](=O)[O-])C(=O)OCCCN1CCC(CC1)(C1=CC=CC=C1)C1=CC=CC=C1)C (3-Ethyl 5-[3-(4,4-diphenyl-1-piperidinyl)-propyl] (+)-1,4-dihydro-2,6-dimethyl-4-(3-nitrophenyl)-pyridine-3,5-dicarboxylate hydrochloride). As a reaction SMILES: [CH2:1]([O:3][C:4]([C:6]1[CH:7]([C:21]2[CH:26]=[CH:25][CH:24]=[C:23]([N+:27]([O-:29])=[O:28])[CH:22]=2)[C:8]([C:18]([OH:20])=[O:19])=[C:9]([CH3:17])[N:10](COCC)[C:11]=1[CH3:12])=[O:5])[CH3:2].C(=O)([O-])[O-].[K+].[K+].Br[CH2:37][CH2:38][CH2:39]Br.[ClH:41].[C:42]1([C:48]2([C:54]3[CH:59]=[CH:58][CH:57]=[CH:56][CH:55]=3)[CH2:53][CH2:52][NH:51][CH2:50][CH2:49]2)[CH:47]=[CH:46][CH:45]=[CH:44][CH:43]=1>CC(C)=O.C1(C)C=CC=CC=1.O>[ClH:41].[CH3:12][C:11]1[NH:10][C:9]([CH3:17])=[C:8]([C:18]([O:20][CH2:37][CH2:38][CH2:39][N:51]2[CH2:50][CH2:49][C:48]([C:54]3[CH:59]=[CH:58][CH:57]=[CH:56][CH:55]=3)([C:42]3[CH:43]=[CH:44][CH:45]=[CH:46][CH:47]=3)[CH2:53][CH2:52]2)=[O:19])[CH:7]([C:21]2[CH:26]=[CH:25][CH:24]=[C:23]([N+:27]([O-:29])=[O:28])[CH:22]=2)[C:6]=1[C:4]([O:3][CH2:1][CH3:2])=[O:5] |f:1.2.3,5.6,10.11|. Procedure details: 2 g of (+)-5-ethoxycarbonyl-1-ethoxymethyl-1,4-dihydro-2,6-dimethyl-4-(3-nitrophenyl)-pyridine-3-carboxylic acid are dissolved in 25 ml of acetone, and 1.5 g of finely powdered potassium carbonate, 7.5 ml of 1,3-dibromopropane and a spatula tip of [18]crown-6 are added. The mixture is stirred vigorously for 20 h at room temperature, after which the solution is filtered off from the solid, the filtrate is evaporated in vacuo and the excess 1,3-dibromopropane is distilled off under high vacuum. 15... Starting materials: P(OCC)(OCC)[O-] (diethyl phosphite), O (water), CC(COC1=CC=CC=C1)N (1-methyl-2-phenoxyethyl amine). The solvent is C(C)O (ethanol), C(C)O (ethanol). The product is C(C)P([O-])([O-])=O.CC(COC1=CC=CC=C1)[NH3+].CC(COC1=CC=CC=C1)[NH3+] (1-methyl-2-phenoxyethyl-ammoniumethyl phosphonate). Yield: 81.9%. RXN SMILES: [P:1]([O-:8])([O:5]CC)[O:2]CC.O.[CH3:10][CH:11]([NH2:20])[CH2:12][O:13][C:14]1[CH:19]=[CH:18][CH:17]=[CH:16][CH:15]=1>C(O)C>[CH2:10]([P:1](=[O:2])([O-:5])[O-:8])[CH3:11].[CH3:10][CH:11]([NH3+:20])[CH2:12][O:13][C:14]1[CH:19]=[CH:18][CH:17]=[CH:16][CH:15]=1.[CH3:10][CH:11]([NH3+:20])[CH2:12][O:13][C:14]1[CH:19]=[CH:18][CH:17]=[CH:16][CH:15]=1 |f:4.5.6|. Procedure details: A mixture of 13.81 g. (0.1 moles) of diethyl phosphite, 20 ml. of water and 20 ml. of ethanol is reacted with a mixture of 15.12 g. (0.1 moles) of 1-methyl-2-phenoxyethyl amine and 30 ml. of ethanol as described in Example 1. 21.4 g. of 1-methyl-2-phenoxyethyl-ammoniumethyl phosphonate is obtained. Yield: 81.9%. Reactants: CNC(=O)C=1C(C(=C(N(C1)C(C)C1=NC=C(C=C1)Br)C)C1=CC(=NC=C1)C(F)(F)F)=O (1-[1-(5-Bromo-pyridin-2-yl)-ethyl]-2-methyl-4-oxo-2′-trifluoromethyl-1,4-dihydro-[3,4′]bipyridinyl-5-carboxylic acid methylamide), C(C)NC(=O)C1=CN(C(=C(C1=O)C1=CC(=CC=C1)C(F)(F)F)C)C(CC)C1=CC=C(C=C1)Br (1-[1-(4-Bromo-phenyl)-propyl]-6-methyl-4-oxo-5-(3-trifluoromethyl-phenyl)-1,4-dihydro-pyridine-3-carboxylic acid ethylamide), ( Z011_S03 ). Product: C(C)NC(=O)C1=CN(C(=C(C1=O)C1=CC(=CC=C1)C(F)(F)F)C)C(CC)C1=CC=C(C=C1)C#N (1-[1-(4-Cyano-phenyl)-propyl]-6-methyl-4-oxo-5-(3-trifluoromethyl-phenyl)-1,4-dihydro-pyridine-3-carboxylic acid ethylamide). Reaction SMILES: [CH3:1][NH:2]C(C1C(=O)C(C2C=CN=C(C(F)(F)F)C=2)=C(C)N(C(C2C=CC(Br)=CN=2)C)C=1)=O.[CH2:32]([NH:34][C:35]([C:37]1[C:42](=[O:43])[C:41]([C:44]2[CH:49]=[CH:48][CH:47]=[C:46]([C:50]([F:53])([F:52])[F:51])[CH:45]=2)=[C:40]([CH3:54])[N:39]([CH:55]([C:58]2[CH:63]=[CH:62][C:61](Br)=[CH:60][CH:59]=2)[CH2:56][CH3:57])[CH:38]=1)=[O:36])[CH3:33]>>[CH2:32]([NH:34][C:35]([C:37]1[C:42](=[O:43])[C:41]([C:44]2[CH:49]=[CH:48][CH:47]=[C:46]([C:50]([F:53])([F:52])[F:51])[CH:45]=2)=[C:40]([CH3:54])[N:39]([CH:55]([C:58]2[CH:63]=[CH:62][C:61]([C:1]#[N:2])=[CH:60][CH:59]=2)[CH2:56][CH3:57])[CH:38]=1)=[O:36])[CH3:33]. Procedure: Example 35 is prepared as described for Example 15, substituting preparation 15b with preparation 35a. ESI mass spectrum: [M+H]+=468; Retention time HPLC: 0.51 min (Z011_S03). Starting materials: FC=1C(=C(C(=O)OC)C=CC1C)O (methyl 3-fluoro-2-hydroxy-4-methylbenzoate), BrBr (bromine), S(=S)(=O)([O-])[O-].[Na+].[Na+] (sodium thiosulfate). Solvent: C(C)(=O)O (acetic acid). Run at time 2 hour. Yields the product BrC=1C(=C(C(=C(C(=O)OC)C1)O)F)C (methyl 5-bromo-3-fluoro-2-hydroxy-4-methylbenzoate). Reaction SMILES: [F:1][C:2]1[C:3]([OH:13])=[C:4]([CH:9]=[CH:10][C:11]=1[CH3:12])[C:5]([O:7][CH3:8])=[O:6].[Br:14]Br.S([O-])([O-])(=O)=S.[Na+].[Na+]>C(O)(=O)C>[Br:14][C:10]1[C:11]([CH3:12])=[C:2]([F:1])[C:3]([OH:13])=[C:4]([CH:9]=1)[C:5]([O:7][CH3:8])=[O:6] |f:2.3.4|. Procedure details: To a solution of methyl 3-fluoro-2-hydroxy-4-methylbenzoate (6.40 g) in acetic acid (120 mL) was added bromine (1.87 mL) at room temperature, and the mixture was stirred at the same temperature for 2 hr. To the reaction mixture was added 10% aqueous sodium thiosulfate solution, and the mixture was extracted with ethyl acetate. The organic layer was washed with water and saturated brine, and dried over anhydrous magnesium sulfate, and the solvent was evaporated under reduced pressure to give a mi... As a reaction SMILES: [C:35](=[O:36])([O-:37])[O-:38].[Cl:1][c:2]1[c:3]2[c:4]([n:5][cH:6][cH:7]1)[cH:8][c:9]([C:11](=[O:12])[N:13]1[CH2:14][CH:15]([O:18][CH3:19])[CH2:16][CH2:17]1)[s:10]2.[Cs+:39].[Cs+:40].[OH:20][c:21]1[cH:22][cH:23][c:24]2[c:25]([s:26][c:27]([CH3:33])[c:28]2[C:29](=[O:30])[O:31][CH3:32])[cH:34]1>>[c:2]1([O:20][c:21]2[cH:22][cH:23][c:24]3[c:25]([s:26][c:27]([CH3:33])[c:28]3[C:29](=[O:30])[O:31][CH3:32])[cH:34]2)[c:3]2[c:4]([n:5][cH:6][cH:7]1)[cH:8][c:9]([C:11](=[O:12])[N:13]1[CH2:14][CH:15]([O:18][CH3:19])[CH2:16][CH2:17]1)[s:10]2. Yields the product COC(=O)c1c(C)sc2cc(Oc3ccnc4cc(C(=O)N5CCC(OC)C5)sc34)ccc12. Reactants: O=C([O-])[O-], COC1CCN(C(=O)c2cc3nccc(Cl)c3s2)C1, [Cs+], [Cs+], COC(=O)c1c(C)sc2cc(O)ccc12. Starting materials: N=C(c1ccccc1)c1ccccc1, CC(C)(C)[O-], COc1cc(-c2nc3ccccc3o2)ccc1-c1ccc(Cl)cn1, [Na+], O=C(C=Cc1ccccc1)C=Cc1ccccc1, O=C(C=Cc1ccccc1)C=Cc1ccccc1, O=C(C=Cc1ccccc1)C=Cc1ccccc1, [Pd], [Pd], c1ccc(-c2ccccc2P(C2CCCCC2)C2CCCCC2)cc1. Product: COc1cc(-c2nc3ccccc3o2)ccc1-c1ccc(N=C(c2ccccc2)c2ccccc2)cn1. RXN SMILES: [C:25]([c:26]1[cH:27][cH:28][cH:29][cH:30][cH:31]1)([c:32]1[cH:33][cH:34][cH:35][cH:36][cH:37]1)=[NH:38].[CH3:64][C:65]([CH3:66])([O-:67])[CH3:68].[Cl:1][c:2]1[cH:3][cH:4][c:5](-[c:8]2[c:9]([O:23][CH3:24])[cH:10][c:11](-[c:14]3[o:15][c:16]4[c:17]([n:18]3)[cH:19][cH:20][cH:21][cH:22]4)[cH:12][cH:13]2)[n:6][cH:7]1.[Na+:69].[O:108]=[C:109]([CH:110]=[CH:111][c:112]1[cH:113][cH:114][cH:115][cH:116][cH:117]1)[CH:118]=[CH:119][c:120]1[cH:121][cH:122][cH:123][cH:124][cH:125]1.[O:72]=[C:73]([CH:74]=[CH:75][c:76]1[cH:77][cH:78][cH:79][cH:80][cH:81]1)[CH:82]=[CH:83][c:84]1[cH:85][cH:86][cH:87][cH:88][cH:89]1.[O:90]=[C:91]([CH:92]=[CH:93][c:94]1[cH:95][cH:96][cH:97][cH:98][cH:99]1)[CH:100]=[CH:101][c:102]1[cH:103][cH:104][cH:105][cH:106][cH:107]1.[Pd:70].[Pd:71].[c:39]1(-[c:40]2[cH:41][cH:42][cH:43][cH:44][cH:45]2)[cH:46][cH:47][cH:48][cH:49][c:50]1[P:51]([CH:52]1[CH2:53][CH2:54][CH2:55][CH2:56][CH2:57]1)[CH:58]1[CH2:59][CH2:60][CH2:61][CH2:62][CH2:63]1>>[c:2]1([N:38]=[C:25]([c:26]2[cH:27][cH:28][cH:29][cH:30][cH:31]2)[c:32]2[cH:33][cH:34][cH:35][cH:36][cH:37]2)[cH:3][cH:4][c:5](-[c:8]2[c:9]([O:23][CH3:24])[cH:10][c:11](-[c:14]3[o:15][c:16]4[c:17]([n:18]3)[cH:19][cH:20][cH:21][cH:22]4)[cH:12][cH:13]2)[n:6][cH:7]1.